Task: describe an organic reaction: reactants, conditions, products, and yield. Dataset: the Open Reaction Database (ORD), a public repository of structured organic reaction records The reactants are O (water), [OH-].[Na+] (NaOH), CC1=C(C=CC(=C1)C1=NOC(=N1)C)C1=CC=C(C=C1)C(=O)N1CCC=2C=C3C(=CC12)C1(CCNCC1)CO3 (5-(2'-methyl-4'-(5-methyl-1,2,4-oxadiazol-3-yl)biphenyl-4-carbonyl)-2,3,6,7-tetrahydrospiro[furo[2,3-f]indole-3,4'-piperidine]), [BH4-].[Na+] (sodium borohydride), C(C)(=O)O (acetic acid), [BH4-].[Na+] (sodium borohydride). Yields the product C(C)N1CCC2(CC1)COC1=CC=3CCN(C3C=C12)C(=O)C1=CC=C(C=C1)C1=C(C=C(C=C1)C1=NOC(=N1)C)C (1'-Ethyl-5-(2'-methyl-4'-(5-methyl-1,2,4-oxadiazol-3-yl)biphenyl-4-carbonyl)-2,3,6,7-tetrahydrospiro[furo[2,3-f]indole-3,4'-piperidine]). Yield: 52.0%. As a reaction SMILES: [CH3:1][C:2]1[CH:7]=[C:6]([C:8]2[N:12]=[C:11]([CH3:13])[O:10][N:9]=2)[CH:5]=[CH:4][C:3]=1[C:14]1[CH:19]=[CH:18][C:17]([C:20]([N:22]2[C:30]3[CH:29]=[C:28]4[C:31]5([CH2:37][O:38][C:27]4=[CH:26][C:25]=3[CH2:24][CH2:23]2)[CH2:36][CH2:35][NH:34][CH2:33][CH2:32]5)=[O:21])=[CH:16][CH:15]=1.[BH4-].[Na+].O.[OH-].[Na+].[C:44](O)(=O)[CH3:45]>>[CH2:44]([N:34]1[CH2:33][CH2:32][C:31]2([C:28]3[C:27](=[CH:26][C:25]4[CH2:24][CH2:23][N:22]([C:20]([C:17]5[CH:16]=[CH:15][C:14]([C:3]6[CH:4]=[CH:5][C:6]([C:8]7[N:12]=[C:11]([CH3:13])[O:10][N:9]=7)=[CH:7][C:2]=6[CH3:1])=[CH:19][CH:18]=5)=[O:21])[C:30]=4[CH:29]=3)[O:38][CH2:37]2)[CH2:36][CH2:35]1)[CH3:45] |f:1.2,4.5|. Procedure details: A stirred solution of 5-(2'-methyl-4'-(5-methyl-1,2,4-oxadiazol-3-yl)biphenyl-4-carbonyl)-2,3,6,7-tetrahydrospiro[furo[2,3-f]indole-3,4'-piperidine] (E3, 100 mg, 0.20 mmole) in glacial acetic acid (2 ml) at room temperature under argon was carefully treated with sodium borohydride pellets (50 mg, 1.3 mmole) and stirred for 24 H. Additional sodium borohydride pellets were added (50 mg, 1.3 mmole) and reaction mixture stirred at room temperature for a further 72 h. The reaction mixture was then tr... Starting materials: CO, CC(CNC(=O)OC(C)(C)C)N=[N+]=[N-]. The product is CC(N)CNC(=O)OC(C)(C)C. RXN SMILES: [CH3:15][OH:16].[N:1](=[N+:2]=[N-:3])[CH:4]([CH2:5][NH:6][C:7]([O:8][C:9]([CH3:10])([CH3:11])[CH3:12])=[O:13])[CH3:14]>>[NH2:1][CH:4]([CH2:5][NH:6][C:7]([O:8][C:9]([CH3:10])([CH3:11])[CH3:12])=[O:13])[CH3:14]. The reactants are COC1=C(C=C(C=C1)OC)C(CC(C(=O)O)O)=O (4-(2,5-dimethoxyphenyl)-4-oxo-2-hydroxy-butanoic acid), Cl (hydrochloric acid). The solvent is C(C)(=O)O (acetic acid). Product: COC1=C(C=C(C=C1)OC)C(C=CC(=O)O)=O (4-(2,5-dimethoxyphenyl)-4oxo-2-butenoic acid). RXN SMILES: [CH3:1][O:2][C:3]1[CH:8]=[CH:7][C:6]([O:9][CH3:10])=[CH:5][C:4]=1[C:11](=[O:18])[CH2:12][CH:13](O)[C:14]([OH:16])=[O:15].Cl>C(O)(=O)C>[CH3:1][O:2][C:3]1[CH:8]=[CH:7][C:6]([O:9][CH3:10])=[CH:5][C:4]=1[C:11](=[O:18])[CH:12]=[CH:13][C:14]([OH:16])=[O:15]. Procedure: There is heated under reflux a mixture containing 13 g of the acid obtained in Stage A, 15 cm3 of acetic acid, and 1.5 cm3 of concentrated hydrochloric acid. The reactants are OC1=CC(NC2=CC=CC=C12)=O (4-hydroxy-1,2-dihydroquinolin-2-one), BrC1C(=O)NC(C1)=O (bromosuccinimide), C(=O)([O-])[O-].[K+].[K+] (K2CO3), FC1=C(CBr)C=CC(=C1)F (2,4-difluorobenzyl bromide). The solvent is C(Cl)Cl (CH2Cl2), CN(C)C=O (DMF). Run at time 1 hour. The product is BrC=1C(NC2=CC=CC=C2C1OCC1=C(C=C(C=C1)F)F)=O (3-bromo-4-[(2,4-difluorobenzyl)oxy]quinolin-2(1H)-one). Reaction SMILES: [OH:1][C:2]1[C:11]2[C:6](=[CH:7][CH:8]=[CH:9][CH:10]=2)[NH:5][C:4](=[O:12])[CH:3]=1.[Br:13]C1CC(=O)NC1=O.C([O-])([O-])=O.[K+].[K+].[F:27][C:28]1[CH:35]=[C:34]([F:36])[CH:33]=[CH:32][C:29]=1[CH2:30]Br>C(Cl)Cl.CN(C=O)C>[Br:13][C:3]1[C:4](=[O:12])[NH:5][C:6]2[C:11]([C:2]=1[O:1][CH2:30][C:29]1[CH:32]=[CH:33][C:34]([F:36])=[CH:35][C:28]=1[F:27])=[CH:10][CH:9]=[CH:8][CH:7]=2 |f:2.3.4|. Procedure: To a room temperature solution of 4-hydroxy-1,2-dihydroquinolin-2-one (500 mg, 3.10 mmol) in CH2Cl2 (10.0 mL) was added portion-wise solid N bromosuccinimide (551.5 mg, 3.10 mmol). The reaction was stirred vigorously for 1.0 h, followed by the sequential addition of K2CO3 (540 mg, 3.90 mmol), DMF (4.0 mL), and 2,4-difluorobenzyl bromide (0.430 mL, 3.30 mmol). The resulting suspension was stirred for 4.5 hours until complete formation of desired product was seen by LCMS analysis. The reaction was... Starting materials: C#Cc1ccc(OCC(=O)OCC)cc1, CCN(C(C)C)C(C)C, [Cl-], [Cu]I, [NH4+], CN(C)C=O, O, Oc1ccc(I)cc1, c1ccc(P(c2ccccc2)(c2ccccc2)[Pd](P(c2ccccc2)(c2ccccc2)c2ccccc2)(P(c2ccccc2)(c2ccccc2)c2ccccc2)P(c2ccccc2)(c2ccccc2)c2ccccc2)cc1. The product is CCOC(=O)COc1ccc(C#Cc2ccc(O)cc2)cc1. RXN SMILES: [C:1](#[CH:2])[c:3]1[cH:4][cH:5][c:6]([O:7][CH2:8][C:9](=[O:10])[O:11][CH2:12][CH3:13])[cH:14][cH:15]1.[CH:24]([N:25]([CH2:26][CH3:27])[CH:28]([CH3:29])[CH3:30])([CH3:31])[CH3:32].[Cl-:33].[Cu:112][I:113].[NH4+:34].[O:115]=[CH:116][N:117]([CH3:118])[CH3:119].[OH2:114].[OH:16][c:17]1[cH:18][cH:19][c:20]([I:21])[cH:22][cH:23]1.[cH:35]1[cH:36][cH:37][c:38]([P:39]([Pd:40]([P:41]([c:42]2[cH:43][cH:44][cH:45][cH:46][cH:47]2)([c:48]2[cH:49][cH:50][cH:51][cH:52][cH:53]2)[c:54]2[cH:55][cH:56][cH:57][cH:58][cH:59]2)([P:60]([c:61]2[cH:62][cH:63][cH:64][cH:65][cH:66]2)([c:67]2[cH:68][cH:69][cH:70][cH:71][cH:72]2)[c:73]2[cH:74][cH:75][cH:76][cH:77][cH:78]2)[P:79]([c:80]2[cH:81][cH:82][cH:83][cH:84][cH:85]2)([c:86]2[cH:87][cH:88][cH:89][cH:90][cH:91]2)[c:92]2[cH:93][cH:94][cH:95][cH:96][cH:97]2)([c:98]2[cH:99][cH:100][cH:101][cH:102][cH:103]2)[c:104]2[cH:105][cH:106][cH:107][cH:108][cH:109]2)[cH:110][cH:111]1>>[C:1](#[C:2][c:20]1[cH:19][cH:18][c:17]([OH:16])[cH:23][cH:22]1)[c:3]1[cH:4][cH:5][c:6]([O:7][CH2:8][C:9](=[O:10])[O:11][CH2:12][CH3:13])[cH:14][cH:15]1. The reactants are CCOC(=O)CP(=O)(OCC)OCC, Cl, O=Cc1ccccc1[N+](=O)[O-], C1CCOC1, O. Yields the product CCOC(=O)C=Cc1ccccc1[N+](=O)[O-]. RXN SMILES: [CH2:1]([O:2][P:3]([O:4][CH2:5][CH3:6])(=[O:7])[CH2:9][C:10](=[O:11])[O:12][CH2:13][CH3:14])[CH3:8].[ClH:27].[N+:15](=[O:16])([O-:17])[c:18]1[c:19]([CH:20]=[O:21])[cH:22][cH:23][cH:24][cH:25]1.[O:28]1[CH2:29][CH2:30][CH2:31][CH2:32]1.[OH2:26]>>[CH:9]([C:10](=[O:11])[O:12][CH2:13][CH3:14])=[CH:20][c:19]1[c:18]([N+:15](=[O:16])[O-:17])[cH:25][cH:24][cH:23][cH:22]1.